This data is from the Open Reaction Database (ORD), a public repository of structured organic reaction records. The task is: describe an organic reaction: reactants, conditions, products, and yield The reactants are CC=1N(C2=C(C(=NC(=C2C)C)OC2=CC=CC=C2)N1)CCO (1-[2,6,7-trimethyl-4-phenoxy-1H-imidazo[4,5-c]pyridin-1-yl]ethan-2-ol), [H-].[Na+] (sodium hydride), CN(C=O)C (N,N-dimethylformamide), [H-].[Na+] (Sodium hydride), C(C=CC1=CC=CC=C1)Br (cinnamyl bromide), CN(C=O)C (N,N-dimethylformamide), [H-].[Na+] (Sodium hydride), CN(C=O)C (N,N-dimethylformamide). The reagents and catalysts are C(C=CC1=CC=CC=C1)Br (cinnamyl bromide). Reaction conditions: time 5 minute. The product is CC=1N(C2=C(C(=NC(=C2C)C)N)N1)CCOC\C=C\C1=CC=CC=C1 (2,6,7-Trimethyl-1-(2-{[(2E)-3-phenylprop-2-enyl]oxy}ethyl)-1H-imidazo[4,5-c]pyridin-4-amine). RXN SMILES: [H-].[Na+].[CH3:3][C:4]1[N:5]([CH2:22][CH2:23][OH:24])[C:6]2[C:11]([CH3:12])=[C:10]([CH3:13])[N:9]=[C:8](OC3C=CC=CC=3)[C:7]=2[N:21]=1.[CH2:25](Br)[CH:26]=[CH:27][C:28]1[CH:33]=[CH:32][CH:31]=[CH:30][CH:29]=1.C[N:36](C)C=O>C(Br)C=CC1C=CC=CC=1>[CH3:3][C:4]1[N:5]([CH2:22][CH2:23][O:24][CH2:25]/[CH:26]=[CH:27]/[C:28]2[CH:33]=[CH:32][CH:31]=[CH:30][CH:29]=2)[C:6]2[C:11]([CH3:12])=[C:10]([CH3:13])[N:9]=[C:8]([NH2:36])[C:7]=2[N:21]=1 |f:0.1|. Procedure details: Sodium hydride (0.41 g, 10.24 mmol, 60% in mineral oil) and anhydrous N,N-dimethylformamide (10 mL) were combined and stirred for 5 minutes under nitrogen. A solution of 1-[2,6,7-trimethyl-4-phenoxy-1H-imidazo[4,5-c]pyridin-1-yl]ethan-2-ol (2.9 g, 9.752 mmol) from Part G of Example 7 in N,N-dimethylformamide (15 mL) was then added to the sodium hydride over 5 minutes. After stirring the resulting reaction solution for 10 minutes at room temperature, a solution of cinnamyl bromide (2.11 g, 10.73 ...